From a dataset of the Open Reaction Database (ORD), a public repository of structured organic reaction records. describe an organic reaction: reactants, conditions, products, and yield Starting materials: N#CCBr, CC1CCCN1CCCOc1cnc2c(c1)cc(C(=O)N1CCC(F)(F)CC1)n2S(C)(=O)=O, [H-], [Na+]. Yields the product CC1CCCN1CCCOc1cnc2c(c1)cc(C(=O)N1CCC(F)(F)CC1)n2CC#N. Reaction SMILES: [Br:36][CH2:37][C:38]#[N:39].[F:1][C:2]1([F:33])[CH2:3][CH2:4][N:5]([C:8](=[O:9])[c:10]2[cH:11][c:12]3[c:13]([n:14][cH:15][c:16]([O:18][CH2:19][CH2:20][CH2:21][N:22]4[CH:23]([CH3:27])[CH2:24][CH2:25][CH2:26]4)[cH:17]3)[n:28]2[S:29]([CH3:30])(=[O:31])=[O:32])[CH2:6][CH2:7]1.[H-:34].[Na+:35]>>[F:1][C:2]1([F:33])[CH2:3][CH2:4][N:5]([C:8](=[O:9])[c:10]2[cH:11][c:12]3[c:13]([n:14][cH:15][c:16]([O:18][CH2:19][CH2:20][CH2:21][N:22]4[CH:23]([CH3:27])[CH2:24][CH2:25][CH2:26]4)[cH:17]3)[n:28]2[CH2:37][C:38]#[N:39])[CH2:6][CH2:7]1. The reactants are Oc1ncc(I)cc1C(F)(F)F, CN(C)C=O, O, O=P(Cl)(Cl)Cl. Yields the product FC(F)(F)c1cc(I)cnc1Cl. RXN SMILES: [I:11][c:12]1[cH:13][c:14]([C:19]([F:20])([F:21])[F:22])[c:15]([OH:18])[n:16][cH:17]1.[O:6]=[CH:7][N:8]([CH3:9])[CH3:10].[OH2:23].[P:1]([Cl:2])([Cl:3])([Cl:4])=[O:5]>>[Cl:3][c:15]1[c:14]([C:19]([F:20])([F:21])[F:22])[cH:13][c:12]([I:11])[cH:17][n:16]1. Reaction SMILES: [CH3:25][CH2:26][OH:27].[CH:1]([CH3:2])([CH3:3])[c:4]1[n:5][n:6]2[c:7]([cH:8][cH:9][cH:10][cH:11]2)[c:12]1[C:13]([CH:14]([CH3:15])[CH3:16])([CH2:17][CH3:18])[O:19][CH2:20][CH:21]=[CH2:22].[H:23][H:24]>>[CH:1]([CH3:2])([CH3:3])[c:4]1[n:5][n:6]2[c:7]([cH:8][cH:9][cH:10][cH:11]2)[c:12]1[C:13]([CH:14]([CH3:15])[CH3:16])([CH2:17][CH3:18])[O:19][CH2:20][CH2:21][CH3:22]. Starting materials: CCO, C=CCOC(CC)(c1c(C(C)C)nn2ccccc12)C(C)C, [H][H]. The product is CCCOC(CC)(c1c(C(C)C)nn2ccccc12)C(C)C.